This data is from the Open Reaction Database (ORD), a public repository of structured organic reaction records. The task is: describe an organic reaction: reactants, conditions, products, and yield Starting materials: COc1ccc(CNc2nc(C)c(-c3ccnc(N4CCOCC4)n3)s2)cc1, O=C(O)C(F)(F)F, O. Product: Cc1nc(N)sc1-c1ccnc(N2CCOCC2)n1. RXN SMILES: [CH3:1][O:2][c:3]1[cH:4][cH:5][c:6]([CH2:7][NH:8][c:9]2[s:10][c:11](-[c:15]3[n:16][c:17]([N:21]4[CH2:22][CH2:23][O:24][CH2:25][CH2:26]4)[n:18][cH:19][cH:20]3)[c:12]([CH3:14])[n:13]2)[cH:27][cH:28]1.[F:30][C:31]([F:32])([F:33])[C:34]([OH:35])=[O:36].[OH2:29]>>[NH2:8][c:9]1[s:10][c:11](-[c:15]2[n:16][c:17]([N:21]3[CH2:22][CH2:23][O:24][CH2:25][CH2:26]3)[n:18][cH:19][cH:20]2)[c:12]([CH3:14])[n:13]1. The solvent is ClCCl (dichloromethane), ClCCl (dichloromethane), ClCCl (dichloromethane). The yield is 56.5%. Run at time 5 minute. Reported procedure: 4-(4-bromomethylbenzoyl)-nitrobenzene (500 mg) was dissolved in dichloromethane (5 mL) and stirred under argon. A solution of trifluoromethanesulfonic acid (0.27 mL) in dichloromethane (2 mL) was added dropwise, followed by a solution of triethylsilane (0.37 mL) in dichloromethane (2 mL). After 5 minutes, a second portion of trifluoromethanesulfonic acid and triethylsilane (same proportions) was added. The reaction mixture was stirred at room temperature for 3 hours, poured into excess aqueous s... Product: BrCC1=CC=C(CC2=CC=C(C=C2)[N+](=O)[O-])C=C1 (4-(4-bromomethylbenzyl)-nitrobenzene). As a reaction SMILES: [Br:1][CH2:2][C:3]1[CH:19]=[CH:18][C:6]([C:7]([C:9]2[CH:14]=[CH:13][C:12]([N+:15]([O-:17])=[O:16])=[CH:11][CH:10]=2)=O)=[CH:5][CH:4]=1.FC(F)(F)S(O)(=O)=O.C([SiH](CC)CC)C.C(=O)(O)[O-].[Na+]>ClCCl>[Br:1][CH2:2][C:3]1[CH:19]=[CH:18][C:6]([CH2:7][C:9]2[CH:14]=[CH:13][C:12]([N+:15]([O-:17])=[O:16])=[CH:11][CH:10]=2)=[CH:5][CH:4]=1 |f:3.4|. Reactants: FC(S(=O)(=O)O)(F)F (trifluoromethanesulfonic acid), C(C)[SiH](CC)CC (triethylsilane), C([O-])(O)=O.[Na+] (sodium bicarbonate), BrCC1=CC=C(C(=O)C2=CC=C(C=C2)[N+](=O)[O-])C=C1 (4-(4-bromomethylbenzoyl)-nitrobenzene), C(C)[SiH](CC)CC (triethylsilane), FC(S(=O)(=O)O)(F)F (trifluoromethanesulfonic acid). Starting materials: CO, O=C(c1ccc(Cl)cc1[N+](=O)[O-])C1C(=O)C2CCC(C2)C1=O, O=S(=O)(O)O. Yields the product COC1C2CCC(C2)C(=O)C1C(=O)c1ccc(Cl)cc1[N+](=O)[O-]. RXN SMILES: [CH3:28][OH:29].[Cl:1][c:2]1[cH:3][c:4]([N+:20](=[O:21])[O-:22])[c:5]([C:6](=[O:7])[CH:8]2[C:9](=[O:17])[CH:10]3[CH2:11][CH2:12][CH:13]([C:14]2=[O:15])[CH2:16]3)[cH:18][cH:19]1.[S:23](=[O:24])(=[O:25])([OH:26])[OH:27]>>[Cl:1][c:2]1[cH:3][c:4]([N+:20](=[O:21])[O-:22])[c:5]([C:6](=[O:7])[CH:8]2[CH:9]([O:17][CH3:28])[CH:10]3[CH2:11][CH2:12][CH:13]([C:14]2=[O:15])[CH2:16]3)[cH:18][cH:19]1. The reactants are CCO, Cn1cnc(-c2cc3nccc(Nc4ccc(N)cc4F)c3s2)c1, O=C(Cc1ccccc1)N=C=S, Cc1ccccc1. Yields the product Cn1cnc(-c2cc3nccc(Nc4ccc(NC(=S)NC(=O)Cc5ccccc5)cc4F)c3s2)c1. RXN SMILES: [CH2:37]([OH:38])[CH3:39].[F:1][c:2]1[c:3]([NH:9][c:10]2[c:11]3[c:12]([n:13][cH:14][cH:15]2)[cH:16][c:17](-[c:19]2[n:20][cH:21][n:22]([CH3:24])[cH:23]2)[s:18]3)[cH:4][cH:5][c:6]([NH2:8])[cH:7]1.[c:25]1([CH2:31][C:32](=[O:33])[N:34]=[C:35]=[S:36])[cH:26][cH:27][cH:28][cH:29][cH:30]1.[c:40]1([CH3:41])[cH:42][cH:43][cH:44][cH:45][cH:46]1>>[F:1][c:2]1[c:3]([NH:9][c:10]2[c:11]3[c:12]([n:13][cH:14][cH:15]2)[cH:16][c:17](-[c:19]2[n:20][cH:21][n:22]([CH3:24])[cH:23]2)[s:18]3)[cH:4][cH:5][c:6]([NH:8][C:35]([NH:34][C:32]([CH2:31][c:25]2[cH:26][cH:27][cH:28][cH:29][cH:30]2)=[O:33])=[S:36])[cH:7]1. The reactants are ClC1=C(C=CC=C1)C(C)=O (2′-chloro acetophenone), N1CCCC1 (pyrrolidine), CC1=NC(=C(C(=N1)Cl)[N+](=O)[O-])Cl (2-methyl-4,6-dichloro-5-nitropyrimidine), C(C)(C)N(C(C)C)CC (N,N-diisopropylethylamine), N1CCCCC1 (piperidine), Cl[Sn]Cl (SnCl2), ClC1=C(C=CC=C1)C(=C)N1CCCC1 ([1-(2-chlorophenyl]vinyl]pyrrolidine). The reagents and catalysts are Cl[Ti](Cl)(Cl)Cl (TiCl4). Solvent: CN(C)C=O (DMF), CCN(CC)CC (NEt3). The product is CC1NCCC(C1)C1=NC=C2C(N1)=CC(=N2)C2=C(C=CC=C2)Cl (2-methyl-4-piperidyl-6-(2-chlorophenyl)pyrrolo[3,2-d]pyrimidine). The yield is 25.0%. Reaction SMILES: [Cl:1][C:2]1[CH:7]=[CH:6][CH:5]=[CH:4][C:3]=1[C:8]([N:10]1[CH2:14][CH2:13]CC1)=[CH2:9].ClC1C=CC=CC=1C(=O)C.N1CCCC1.[CH3:30][C:31]1[N:36]=C(Cl)C([N+]([O-])=O)=[C:33](Cl)[N:32]=1.C([N:45]([CH2:49][CH3:50])[CH:46]([CH3:48])[CH3:47])(C)C.N1CCCCC1.Cl[Sn]Cl>CN(C=O)C.Cl[Ti](Cl)(Cl)Cl.CCN(CC)CC>[CH3:48][CH:46]1[CH2:47][CH:30]([C:31]2[NH:36][C:13]3=[CH:9][C:8]([C:3]4[CH:4]=[CH:5][CH:6]=[CH:7][C:2]=4[Cl:1])=[N:10][C:14]3=[CH:33][N:32]=2)[CH2:50][CH2:49][NH:45]1. Procedure: Using the method described in Example 30 by employing [1-(2-chlorophenyl]vinyl]pyrrolidine (freshly prepared before use from 2′-chloro acetophenone (Aldrich Chemical Company), pyrrolidine and TiCl4 (1.06 g, 5.12 mmol), 2-methyl-4,6-dichloro-5-nitropyrimidine (Example 76(b)) (1.10 g, 5.12 mmol), N,N-diisopropylethylamine (0.9 mL, 5.12 mmol), piperidine (0.8 mL, 8.2 mmol), NEt3 (0.9 mL) and SnCl2 (15 mL of a 2 M soln in DMF). The residue was purified by flash chromatography on silica gel with 95:5... Reactants: COc1ccc(CC(=O)c2ccc(OC)cc2OC)cc1, CCOC(C)=O, CC#N, [Ce+3], [Cl-], [Cl-], [Cl-], [I-], [Na+], O, O, O, O, O, O, O, O. Yields the product COc1ccc(CC(=O)c2ccc(OC)cc2O)cc1. RXN SMILES: [CH3:1][O:2][c:3]1[c:4]([C:11]([CH2:12][c:13]2[cH:14][cH:15][c:16]([O:19][CH3:20])[cH:17][cH:18]2)=[O:21])[cH:5][cH:6][c:7]([O:9][CH3:10])[cH:8]1.[CH3:35][CH2:36][O:37][C:38](=[O:39])[CH3:40].[CH3:41][C:42]#[N:43].[Ce+3:32].[Cl-:31].[Cl-:33].[Cl-:34].[I-:23].[Na+:22].[OH2:24].[OH2:25].[OH2:26].[OH2:27].[OH2:28].[OH2:29].[OH2:30].[OH2:44]>>[OH:2][c:3]1[c:4]([C:11]([CH2:12][c:13]2[cH:14][cH:15][c:16]([O:19][CH3:20])[cH:17][cH:18]2)=[O:21])[cH:5][cH:6][c:7]([O:9][CH3:10])[cH:8]1. The reactants are C(C)OC(=O)C1=CN=C(S1)\C=C\C=1C(=NOC1C)C1=CC=CC=C1 (2-[(E)-2-(5-methyl-3-phenyl-isoxazol-4-yl)-vinyl]-thiazole-5-carboxylic acid ethyl ester), Cl.O1C[C@H](CC1)N ((S)-tetrahydrofuran-3-amine HCl). Product: O1C[C@H](CC1)NC(=O)C1=CN=C(S1)\C=C\C=1C(=NOC1C)C1=CC=CC=C1 ((S)-2-[(E)-2-(5-Methyl-3-phenyl-isoxazol-4-yl)-vinyl]-thiazole-5-carboxylic acid (tetra-hydro-furan-3-yl)-amide). The yield is 89.0%. As a reaction SMILES: C(O[C:4]([C:6]1[S:10][C:9](/[CH:11]=[CH:12]/[C:13]2[C:14]([C:19]3[CH:24]=[CH:23][CH:22]=[CH:21][CH:20]=3)=[N:15][O:16][C:17]=2[CH3:18])=[N:8][CH:7]=1)=[O:5])C.Cl.[O:26]1[CH2:30][CH2:29][C@H:28]([NH2:31])[CH2:27]1>>[O:26]1[CH2:30][CH2:29][C@H:28]([NH:31][C:4]([C:6]2[S:10][C:9](/[CH:11]=[CH:12]/[C:13]3[C:14]([C:19]4[CH:20]=[CH:21][CH:22]=[CH:23][CH:24]=4)=[N:15][O:16][C:17]=3[CH3:18])=[N:8][CH:7]=2)=[O:5])[CH2:27]1 |f:1.2|. Procedure details: As described for example 63b, 2-[(E)-2-(5-methyl-3-phenyl-isoxazol-4-yl)-vinyl]-thiazole-5-carboxylic acid ethyl ester (50 mg, 0.15 mmol) was converted, using (S)-tetrahydrofuran-3-amine HCl instead of 4-aminotetrahydropyran, to the title compound (50 mg, 89%) which was obtained as a white solid. MS: m/e=382.3 [M+H]+.